Dataset: the Open Reaction Database (ORD), a public repository of structured organic reaction records. Task: describe an organic reaction: reactants, conditions, products, and yield The reactants are CCOC(CN(Cc1ccccc1)S(=O)(=O)CC)OCC, CCO, C[N+](=O)[O-]. The product is CCOC(CN(Cc1ccccc1)S(=O)(=O)CCC[N+](=O)[O-])OCC. As a reaction SMILES: [CH2:1]([c:2]1[cH:3][cH:4][cH:5][cH:6][cH:7]1)[N:8]([S:9](=[O:10])(=[O:11])[CH2:12][CH3:13])[CH2:14][CH:15]([O:16][CH2:17][CH3:18])[O:19][CH2:20][CH3:21].[CH3:26][CH2:27][OH:28].[N+:22](=[O:23])([O-:24])[CH3:25]>>[CH2:1]([c:2]1[cH:3][cH:4][cH:5][cH:6][cH:7]1)[N:8]([S:9](=[O:10])(=[O:11])[CH2:12][CH2:13][CH2:25][N+:22](=[O:23])[O-:24])[CH2:14][CH:15]([O:16][CH2:17][CH3:18])[O:19][CH2:20][CH3:21].